This data is from the Open Reaction Database (ORD), a public repository of structured organic reaction records. The task is: describe an organic reaction: reactants, conditions, products, and yield Reactants: O[C@H]1C[C@@H]2CN(C3=C(CN2C1)C=CC=C3)C(C3=CC=C(C=C3)NC(C3=C(C=CC=C3)C3=CC=CC=C3)=O)=O ((2S, 11aR)-2-hydroxy-10-[4-[(2-phenylbenzoyl)amino]benzoyl]-1,2,3,10,11,11a-hexahydro-5H-pyrrolo[2,1-c][1,4]benzodiazepine), Cl.C(C)(=O)OCC (hydrochloric acid ethyl acetate). Solvent: C(C)(=O)OCC (ethyl acetate). Product: Cl.O[C@H]1C[C@@H]2CN(C3=C(CN2C1)C=CC=C3)C(C3=CC=C(C=C3)NC(C3=C(C=CC=C3)C3=CC=CC=C3)=O)=O ((2S, 11aR)-2-Hydroxy-10-[4-[(2-Phenylbenzoyl) Amino]Benzoyl]-1,2,3,10,11,11a-Hexahydro-5H-Pyrrolo[2,1-c][1,4]Benzodiazepine Hydrochloride). Isolated yield 33.2%. RXN SMILES: [OH:1][C@@H:2]1[CH2:11][N:10]2[C@@H:4]([CH2:5][N:6]([C:16](=[O:38])[C:17]3[CH:22]=[CH:21][C:20]([NH:23][C:24](=[O:37])[C:25]4[CH:30]=[CH:29][CH:28]=[CH:27][C:26]=4[C:31]4[CH:36]=[CH:35][CH:34]=[CH:33][CH:32]=4)=[CH:19][CH:18]=3)[C:7]3[CH:15]=[CH:14][CH:13]=[CH:12][C:8]=3[CH2:9]2)[CH2:3]1.[ClH:39].C(OCC)(=O)C>C(OCC)(=O)C>[ClH:39].[OH:1][C@@H:2]1[CH2:11][N:10]2[C@@H:4]([CH2:5][N:6]([C:16](=[O:38])[C:17]3[CH:22]=[CH:21][C:20]([NH:23][C:24](=[O:37])[C:25]4[CH:30]=[CH:29][CH:28]=[CH:27][C:26]=4[C:31]4[CH:36]=[CH:35][CH:34]=[CH:33][CH:32]=4)=[CH:19][CH:18]=3)[C:7]3[CH:15]=[CH:14][CH:13]=[CH:12][C:8]=3[CH2:9]2)[CH2:3]1 |f:1.2,4.5|. Procedure: The same procedures used in Example 7 were repeated using (2S, 11aR)-2-acetoxy-10-[4-[(2-phenylbenzoyl)amino]benzoyl]-1,2,3,10,11,11a-hexahydro-5H-pyrrolo[2,1-c][1,4]benzodiazepine obtained in Example 46 to give (2S, 11aR)-2-hydroxy-10-[4-[(2-phenylbenzoyl)amino]benzoyl]-1,2,3,10,11,11a-hexahydro-5H-pyrrolo[2,1-c][1,4]benzodiazepine. The resulting (2S, 11aR)-2-hydroxy-10-[4-[(2-phenylbenzoyl)amino]benzoyl]-1,2,3,10,11,11a-hexahydro-5H-pyrrolo[2,1-c][1,4]benzodiazepine was dissolved in ethyl acet... Starting materials: Cc1ccccc1CC1(C(=O)OCc2ccccc2)CCN(C(=O)OC(C)(C)C)CC1, CC(=O)O, CO. Yields the product Cc1ccccc1CC1(C(=O)O)CCN(C(=O)OC(C)(C)C)CC1. RXN SMILES: [CH2:1]([c:2]1[cH:3][cH:4][cH:5][cH:6][cH:7]1)[O:8][C:9]([C:10]1([CH2:23][c:24]2[c:25]([CH3:30])[cH:26][cH:27][cH:28][cH:29]2)[CH2:11][CH2:12][N:13]([C:16](=[O:17])[O:18][C:19]([CH3:20])([CH3:21])[CH3:22])[CH2:14][CH2:15]1)=[O:31].[CH3:32][C:33](=[O:34])[OH:35].[CH3:36][OH:37]>>[O:8]=[C:9]([C:10]1([CH2:23][c:24]2[c:25]([CH3:30])[cH:26][cH:27][cH:28][cH:29]2)[CH2:11][CH2:12][N:13]([C:16](=[O:17])[O:18][C:19]([CH3:20])([CH3:21])[CH3:22])[CH2:14][CH2:15]1)[OH:31]. The reactants are C(C)(C)(C)OC(=O)N[C@H]1COCC[C@H]1NC1=C(C2=C(C(=N1)Cl)C(N(C2)C(=O)OC(C)(C)C)=O)F (tert-butyl 6-((3R,4R)-3-(tert-butoxycarbonylamino)tetrahydro-2H-pyran-4-ylamino)-4-chloro-7-fluoro-3-oxo-1H-pyrrolo[3,4-c]pyridine-2(3H)-carboxylate), C(CCC)[Sn](C1=CC(=NS1)C=C)(CCCC)CCCC (5-(tributylstannyl)-3-vinylisothiazole), O (water). The reagents and catalysts are C=1C=CC(=CC1)[P](C=2C=CC=CC2)(C=3C=CC=CC3)[Pd]([P](C=4C=CC=CC4)(C=5C=CC=CC5)C=6C=CC=CC6)([P](C=7C=CC=CC7)(C=8C=CC=CC8)C=9C=CC=CC9)[P](C=1C=CC=CC1)(C=1C=CC=CC1)C=1C=CC=CC1 (tetrakis(triphenylphosphine)palladium(0)). Run in C1(=CC=CC=C1)C (toluene). Yields the product C(C)(C)(C)OC(=O)N[C@H]1COCC[C@H]1NC1=C(C2=C(C(=N1)C1=CC(=NS1)C=C)C(N(C2)C(=O)OC(C)(C)C)=O)F (tert-Butyl 6-((3R,4R)-3-(tert-butoxycarbonylamino)tetrahydro-2H-pyran-4-ylamino)-7-fluoro-3-oxo-4-(3-vinylisothiazol-5-yl)-1H-pyrrolo[3,4-c]pyridine-2(3H)-carboxylate). Isolated yield 68.6%. Reaction SMILES: [C:1]([O:5][C:6]([NH:8][C@@H:9]1[C@H:14]([NH:15][C:16]2[N:21]=[C:20](Cl)[C:19]3[C:23](=[O:33])[N:24]([C:26]([O:28][C:29]([CH3:32])([CH3:31])[CH3:30])=[O:27])[CH2:25][C:18]=3[C:17]=2[F:34])[CH2:13][CH2:12][O:11][CH2:10]1)=[O:7])([CH3:4])([CH3:3])[CH3:2].C([Sn](CCCC)(CCCC)[C:40]1[S:44][N:43]=[C:42]([CH:45]=[CH2:46])[CH:41]=1)CCC.O>C1(C)C=CC=CC=1.C1C=CC([P]([Pd]([P](C2C=CC=CC=2)(C2C=CC=CC=2)C2C=CC=CC=2)([P](C2C=CC=CC=2)(C2C=CC=CC=2)C2C=CC=CC=2)[P](C2C=CC=CC=2)(C2C=CC=CC=2)C2C=CC=CC=2)(C2C=CC=CC=2)C2C=CC=CC=2)=CC=1>[C:1]([O:5][C:6]([NH:8][C@@H:9]1[C@H:14]([NH:15][C:16]2[N:21]=[C:20]([C:40]3[S:44][N:43]=[C:42]([CH:45]=[CH2:46])[CH:41]=3)[C:19]3[C:23](=[O:33])[N:24]([C:26]([O:28][C:29]([CH3:32])([CH3:31])[CH3:30])=[O:27])[CH2:25][C:18]=3[C:17]=2[F:34])[CH2:13][CH2:12][O:11][CH2:10]1)=[O:7])([CH3:4])([CH3:3])[CH3:2] |^1:66,68,87,106|. Procedure: A solution of tert-butyl 6-((3R,4R)-3-(tert-butoxycarbonylamino)tetrahydro-2H-pyran-4-ylamino)-4-chloro-7-fluoro-3-oxo-1H-pyrrolo[3,4-c]pyridine-2(3H)-carboxylate (75 mg, 0.150 mmol), 5-(tributylstannyl)-3-vinylisothiazole (90 mg, 0.225 mmol) and tetrakis(triphenylphosphine)palladium(0) (87 mg, 0.075 mmol) in toluene (4.0 mL) was heated to 120° C. for 45 minutes via microwave irradiation. The reaction mixture was poured into water and was extracted with EtOAc. The extracts were dried over Na2SO4... Starting materials: FC(S(=O)(=O)OCCC(F)(F)F)(F)F (3,3,3-trifluoropropyl trifluoromethanesulfonate), C1(=CC=CC=C1)C(C1=CC=CC=C1)=NCC(=O)OC(C)(C)C (tert-butyl 2-((diphenylmethylene)amino)acetate), solution, [Li+].CC(C)[N-]C(C)C (LDA). The solvent is C1CCOC1 (THF), C1CCOC1 (THF). Reaction conditions: time 4 hour. Product: C1(=CC=CC=C1)C(C1=CC=CC=C1)=NC(C(=O)OC(C)(C)C)CCC(F)(F)F (tert-butyl 2-((diphenylmethylene)amino)-5,5,5-trifluoropentanoate). Yield: 59.6%. RXN SMILES: [C:1]1([C:7](=[N:14][CH2:15][C:16]([O:18][C:19]([CH3:22])([CH3:21])[CH3:20])=[O:17])[C:8]2[CH:13]=[CH:12][CH:11]=[CH:10][CH:9]=2)[CH:6]=[CH:5][CH:4]=[CH:3][CH:2]=1.[Li+].CC([N-]C(C)C)C.FC(F)(F)S(O[CH2:37][CH2:38][C:39]([F:42])([F:41])[F:40])(=O)=O>C1COCC1>[C:1]1([C:7](=[N:14][CH:15]([CH2:37][CH2:38][C:39]([F:42])([F:41])[F:40])[C:16]([O:18][C:19]([CH3:22])([CH3:21])[CH3:20])=[O:17])[C:8]2[CH:9]=[CH:10][CH:11]=[CH:12][CH:13]=2)[CH:2]=[CH:3][CH:4]=[CH:5][CH:6]=1 |f:1.2|. Procedure details: To a stirred solution of tert-butyl 2-((diphenylmethylene)amino)acetate (1 g, 3.39 mmol) in THF (20 mL) cooled to −78° C. under nitrogen atmosphere was added a 2M solution of LDA in THF (2.54 mL, 5.08 mmol) dropwise for 30 min. To this mixture was then added 3,3,3-trifluoropropyl trifluoromethanesulfonate (1.083 g, 4.40 mmol). The reaction was gradually warmed to rt and stirred for 4 h. The reaction mixture was quenched by addition of saturated aqueous ammonium chloride at 0° C. The reaction mix... Reactants: N1C2C(CCC1)CN(C2)C(=O)OC(C)(C)C (tert-butyl hexahydro-1H-pyrrolo[3,4-b]pyridine-6(2H)-carboxylate), BrCCCCl (1-bromo-3-chloropropane), C(=O)([O-])[O-].[K+].[K+] (K2CO3). Solvent: CC(=O)C (acetone). Yields the product ClCCCN1C2C(CCC1)CN(C2)C(=O)OC(C)(C)C (tert-butyl 1-(3-chloropropyl)hexahydro-1H-pyrrolo[3,4-b]pyridine-6(2H)-carboxylate). The yield is 65.0%. As a reaction SMILES: [NH:1]1[CH2:6][CH2:5][CH2:4][CH:3]2[CH2:7][N:8]([C:10]([O:12][C:13]([CH3:16])([CH3:15])[CH3:14])=[O:11])[CH2:9][CH:2]12.Br[CH2:18][CH2:19][CH2:20][Cl:21].C([O-])([O-])=O.[K+].[K+]>CC(C)=O>[Cl:21][CH2:20][CH2:19][CH2:18][N:1]1[CH2:6][CH2:5][CH2:4][CH:3]2[CH2:7][N:8]([C:10]([O:12][C:13]([CH3:16])([CH3:15])[CH3:14])=[O:11])[CH2:9][CH:2]12 |f:2.3.4|. Procedure: A mixture of tert-butyl hexahydro-1H-pyrrolo[3,4-b]pyridine-6(2H)-carboxylate (1.60 g), 1-bromo-3-chloropropane (1.50 mL) and K2CO3 (3.00 g) in acetone was heated to reflux for 9 h. The reaction mixture was cooled to rt and filtered. The filtrate was concentrated in vacuo and the residue was chromatographed with a silica gel column (eluting agent: 1:1 (v/v) PE/EA) to give the title compound as yellow oil (0.53 g, 65.00%), HPLC: 89.00%. The compound was characterized by the following spectroscopi...